Dataset: the Open Reaction Database (ORD), a public repository of structured organic reaction records. Task: describe an organic reaction: reactants, conditions, products, and yield Reactants: [Na] (Sodium), C(C=C)O (allyl alcohol), ClC1=NC(=C2NC=NC2=N1)Cl (2,6-Dichloropurine). Run in C(C)(=O)O (acetic acid). Product: C(C=C)OC1=C2NC=NC2=NC(=N1)Cl (6-Allyloxy-2-chloropurine). Yield: 94.0%. As a reaction SMILES: [Na].[CH2:2]([OH:5])[CH:3]=[CH2:4].[Cl:6][C:7]1[N:15]=[C:14]2[C:10]([NH:11][CH:12]=[N:13]2)=[C:9](Cl)[N:8]=1>C(O)(=O)C>[CH2:2]([O:5][C:9]1[N:8]=[C:7]([Cl:6])[N:15]=[C:14]2[C:10]=1[NH:11][CH:12]=[N:13]2)[CH:3]=[CH2:4] |^1:0|. Procedure: Sodium (0.37 g, 15.9 mmol) was reacted with allyl alcohol (20 ml) under nitrogen with cooling in an ice bath. 2,6-Dichloropurine (1.00 g, 5.29 mmol) was added and the reaction was refluxed for 2 h, after which time the reaction mixture was allowed to cool. The mixture was neutralised with glacial acetic acid and the solvent was removed. The residue was triturated with cold water to yield the title compound as a white solid (1.05 g, 94%), m.p. 208-209° C.; νmax (cm−1) 3422,3017, 2782, 2685, 2595 ...